This data is from the Open Reaction Database (ORD), a public repository of structured organic reaction records. The task is: describe an organic reaction: reactants, conditions, products, and yield Reactants: C(C)OC(C=CC(CC1=CC=C(C=C1)Cl)N(C(C1=CC(=CC(=C1)C(F)(F)F)C(F)(F)F)=O)C)=O (4-[N'-methyl-N'-(3,5-bistrifluoromethyl-benzoyl)-amino]-5-(4-chlorophenyl)-pent-2-enoic acid ethyl ester), O.[OH-].[Li+] (lithium hydroxide monohydrate), O (water), Cl (hydrochloric acid). Run in C1CCOC1.CO.O (THF methanol water). Yields the product CN(C(C1=CC(=CC(=C1)C(F)(F)F)C(F)(F)F)=O)C(C=CC(=O)O)CC1=CC=C(C=C1)Cl (4-[N'-Methyl-N'-(3,5-bistrifluoromethyl-benzoyl)-amino]-5-(4-chlorophenyl)-pent-2-enoic acid). As a reaction SMILES: C([O:3][C:4](=[O:34])[CH:5]=[CH:6][CH:7]([N:16]([CH3:33])[C:17](=[O:32])[C:18]1[CH:23]=[C:22]([C:24]([F:27])([F:26])[F:25])[CH:21]=[C:20]([C:28]([F:31])([F:30])[F:29])[CH:19]=1)[CH2:8][C:9]1[CH:14]=[CH:13][C:12]([Cl:15])=[CH:11][CH:10]=1)C.O.[OH-].[Li+].O.Cl>C1COCC1.CO.O>[CH3:33][N:16]([CH:7]([CH2:8][C:9]1[CH:10]=[CH:11][C:12]([Cl:15])=[CH:13][CH:14]=1)[CH:6]=[CH:5][C:4]([OH:34])=[O:3])[C:17](=[O:32])[C:18]1[CH:19]=[C:20]([C:28]([F:29])([F:30])[F:31])[CH:21]=[C:22]([C:24]([F:25])([F:26])[F:27])[CH:23]=1 |f:1.2.3,6.7.8|. Procedure: A solution of 20 g of 4-[N'-methyl-N'-(3,5-bistrifluoromethyl-benzoyl)-amino]-5-(4-chlorophenyl)-pent-2-enoic acid ethyl ester and 15 g of lithium hydroxide monohydrate in 100 ml of THF/methanol/water 3:3:1 is stirred at room temperature for 4 hours, and then 200 ml of water and 1N hydrochloric acid are added (pH value approx. 2). The mixture is extracted twice with ethyl acetate. The combined organic phases are washed with water and saturated NaCl solution, dried (magnesium sulfate) and concent... Reaction SMILES: [NH2:1][C:2]1[NH:3][C:4](=O)[C:5]2[CH2:10][CH:9]([CH3:11])[CH2:8][C:6]=2[N:7]=1.P(Cl)(Cl)([Cl:15])=O>>[Cl:15][C:4]1[C:5]2[CH2:10][CH:9]([CH3:11])[CH2:8][C:6]=2[N:7]=[C:2]([NH2:1])[N:3]=1. The yield is 34.0%. Procedure: Compound 2 (297 mg, 1.8 mmol) and phosphorus oxychloride (15 mL) were heated to reflux for 3 h. The reaction mixture was cooled and evaporated at reduced pressure, and the residue was diluted with chloroform (50 mL) and neutralized with ammonium hydroxide slowly in an ice bath. The organic portion was washed with water (3×30 mL). Solvents were evaporated at reduced pressure, and the residue was purified by column chromatography using chloroform/hexane (4/1) as eluent to afford 112 mg (34%) of 3 ... Yields the product ClC=1C2=C(N=C(N1)N)CC(C2)C (4-Chloro-6-methyl-6,7-dihydro-5h-cyclopenta[d]pyrimidin-2-amine). Reactants: NC=1NC(C2=C(N1)CC(C2)C)=O (2-Amino-6-methyl-3,5,6,7-tetrahydro-4H-cyclopenta[d]pyrimidin-4-one), P(=O)(Cl)(Cl)Cl (phosphorus oxychloride). Starting materials: BrC(C)CCCCCCCC (2-bromodecane), C(C)Br (ethyl bromide), CC(C(=O)O)CCCCCCCCCCCCC(CCC)C (2,15-Dimethyloctadecanoic acid), C=O (formaldehyde). Yields the product C(C)C(C(=O)O)CCCC(CCCCCCCC)C (2-ethyl-6-methyltetradecanoic acid). As a reaction SMILES: BrC([CH2:4][CH2:5][CH2:6][CH2:7][CH2:8][CH2:9][CH2:10][CH3:11])C.[CH3:12][CH:13]([CH2:17][CH2:18][CH2:19]CCCCCCCCCC(C)CCC)[C:14]([OH:16])=[O:15].[CH2:34]=O.[CH2:36](Br)[CH3:37]>>[CH2:12]([CH:13]([CH2:17][CH2:18][CH2:19][CH:36]([CH3:37])[CH2:11][CH2:10][CH2:9][CH2:8][CH2:7][CH2:6][CH2:5][CH3:4])[C:14]([OH:16])=[O:15])[CH3:34]. Reported procedure: The procedure used is that of GENERAL PROCEDURE III except that 2-bromodecane is used as compound (2) in step (a), formaldehyde is used in place of ethylene oxide in step (b), y=1, and ethyl bromide is used in place of methyl iodide in step (h). Starting materials: C(CCC)[Li] (n-Butyllithium), C(C)C(CC)(C1=CC(=C(C=C1)C#C)C)C1=CC(=C(C=C1)O)C (4-[1-ethyl-1-(4-ethynyl-3-methyl-phenyl)-propyl]-2-methyl-phenol), [Cl-].[NH4+] (ammonium chloride), C1(CCCCCC1)=O (cycloheptanone). Run in O1CCCC1 (tetrahydrofuran). Run at time 15 minute. The product is C(C)C(CC)(C1=CC(=C(C=C1)O)C)C1=CC(=C(C=C1)C#CC1(CCCCCC1)O)C (1-{4-[1-ethyl-1-(4-hydroxy-3-methyl-phenyl)-propyl]-2-methyl-phenylethynyl}-cycloheptanol). Isolated yield 59.9%. RXN SMILES: C([Li])CCC.[CH2:6]([C:8]([C:20]1[CH:25]=[CH:24][C:23]([OH:26])=[C:22]([CH3:27])[CH:21]=1)([C:11]1[CH:16]=[CH:15][C:14]([C:17]#[CH:18])=[C:13]([CH3:19])[CH:12]=1)[CH2:9][CH3:10])[CH3:7].[C:28]1(=[O:35])[CH2:34][CH2:33][CH2:32][CH2:31][CH2:30][CH2:29]1.[Cl-].[NH4+]>O1CCCC1>[CH2:6]([C:8]([C:11]1[CH:16]=[CH:15][C:14]([C:17]#[C:18][C:28]2([OH:35])[CH2:34][CH2:33][CH2:32][CH2:31][CH2:30][CH2:29]2)=[C:13]([CH3:19])[CH:12]=1)([C:20]1[CH:25]=[CH:24][C:23]([OH:26])=[C:22]([CH3:27])[CH:21]=1)[CH2:9][CH3:10])[CH3:7] |f:3.4|. Procedure: n-Butyllithium (1.59 M solution in hexane, 5.4 mL, 8.59 mmol) was added to a solution of 4-[1-ethyl-1-(4-ethynyl-3-methyl-phenyl)-propyl]-2-methyl-phenol (Example 1-(3); 1.00 g, 3.42 mmol) in tetrahydrofuran (15 mL) in a nitrogen atmosphere at 0° C., and the mixture was stirred for 15 minutes. Then, cycloheptanone (0.81 mL, 6.87 mmol) was added to the reaction mixture, which was stirred at 0° C. for one hour, heated to room temperature and further stirred for one hour. The reaction mixture was t... The reactants are NC1=CC=C(C=C1)S(=O)(=O)C=1C=C2C3=C(N(C2=CC1)C)CC1CCC3N1 (2-(4-aminophenyl)sulfonyl-5-methyl-5,6,7,8,9,10-hexahydro-7,10-epiminocyclohepta[b]indole), Cl (HCl). Run in CO (methanol). Yields the product Cl.NC1=CC=C(C=C1)S(=O)(=O)C=1C=C2C3=C(N(C2=CC1)C)CC1CCC3N1 (2-(4-aminophenyl)sulfonyl-5-methyl-5,6,7,8,9,10-hexahydro-7,10-epiminocyclohepta[b]indole hydrochloride). As a reaction SMILES: [NH2:1][C:2]1[CH:7]=[CH:6][C:5]([S:8]([C:11]2[CH:12]=[C:13]3[C:17](=[CH:18][CH:19]=2)[N:16]([CH3:20])[C:15]2[CH2:21][CH:22]4[NH:26][CH:25]([C:14]3=2)[CH2:24][CH2:23]4)(=[O:10])=[O:9])=[CH:4][CH:3]=1.[ClH:27]>CO>[ClH:27].[NH2:1][C:2]1[CH:3]=[CH:4][C:5]([S:8]([C:11]2[CH:12]=[C:13]3[C:17](=[CH:18][CH:19]=2)[N:16]([CH3:20])[C:15]2[CH2:21][CH:22]4[NH:26][CH:25]([C:14]3=2)[CH2:24][CH2:23]4)(=[O:10])=[O:9])=[CH:6][CH:7]=1 |f:3.4|. Procedure: To the product of step C (25 mg, 0.06 mmol) was added 1.25 M HCl in methanol (1 mL). The solution was concentrated in vacuo and the residue triturated with ethyl acetate before it was lyophilized from water to give 2-(4-aminophenyl)sulfonyl-5-methyl-5,6,7,8,9,10-hexahydro-7,10-epiminocyclohepta[b]indole hydrochloride (15 mg, 62%, AUC HPLC 98.3%) as a white solid: mp 220-225° C.; 1H NMR (CD3OD, 300 MHz) δ 8.21 (s, 1H), 7.78 (d, J=7.8 Hz, 1H), 7.75 (s, 2H), 7.66-7.70 (m, 1H), 7.55 (d, J=9.0 Hz, 1H... Solvent: C1CCOC1.CN(C)C=O (THF DMF). Yields the product IC=1C=C(C(=O)NNC(C2=CC(=CC=C2)OC)=O)C=CC1 (3-Iodo-N′-(3-methoxybenzoyl)benzohydrazide). Conditions: time 19 hour. Reported procedure: To a solution of 3-iodobenzohydrazide (10.0 g, 38.16 mmol) in dry THF/DMF (100.0 ml:10.0 ml) was slowly added 3-methoxybenzoyl chloride (7.0 g, 42.03 mmol) at 0° C. under nitrogen. During addition of 3-methoxybenzoyl chloride, white solid was appeared. After addition of 3-methoxybenzoyl chloride, the reaction was allowed to warm up to room temperature. The reaction mixture was stirred for 19 hours at room temperature and then pyridine (20.0 ml) was added and stirred for additional 45 min. Water ... Starting materials: N1=CC=CC=C1 (pyridine), IC=1C=C(C(=O)NN)C=CC1 (3-iodobenzohydrazide), COC=1C=C(C(=O)Cl)C=CC1 (3-methoxybenzoyl chloride), COC=1C=C(C(=O)Cl)C=CC1 (3-methoxybenzoyl chloride), COC=1C=C(C(=O)Cl)C=CC1 (3-methoxybenzoyl chloride), O (Water). Reaction SMILES: [I:1][C:2]1[CH:3]=[C:4]([CH:9]=[CH:10][CH:11]=1)[C:5]([NH:7][NH2:8])=[O:6].[CH3:12][O:13][C:14]1[CH:15]=[C:16]([CH:20]=[CH:21][CH:22]=1)[C:17](Cl)=[O:18].N1C=CC=CC=1.O>C1COCC1.CN(C=O)C>[I:1][C:2]1[CH:3]=[C:4]([CH:9]=[CH:10][CH:11]=1)[C:5]([NH:7][NH:8][C:17](=[O:18])[C:16]1[CH:20]=[CH:21][CH:22]=[C:14]([O:13][CH3:12])[CH:15]=1)=[O:6] |f:4.5|. Starting materials: C1(CCCCC1)C=CC(=O)NC1=C(C=C(C=C1)C1=C(C=CC=C1F)C(F)(F)F)[N+](=O)[O-] (3-cyclohexyl-N-(6′-fluoro-3-nitro-2′-trifluoromethyl-biphenyl-4-yl)-acrylamide). Reagents/catalysts: [Fe] (Fe). Run in CCO (EtOH), CC(=O)O (HOAc). Product: C1(CCCCC1)C=CC1=NC2=C(N1)C=CC(=C2)C2=C(C=CC=C2C(F)(F)F)F (2-(2-Cyclohexyl-vinyl)-5-(2-fluoro-6-trifluoromethyl-phenyl)-1H-benzimidazole). RXN SMILES: [CH:1]1([CH:7]=[CH:8][C:9]([NH:11][C:12]2[CH:17]=[CH:16][C:15]([C:18]3[C:23]([F:24])=[CH:22][CH:21]=[CH:20][C:19]=3[C:25]([F:28])([F:27])[F:26])=[CH:14][C:13]=2[N+:29]([O-])=O)=O)[CH2:6][CH2:5][CH2:4][CH2:3][CH2:2]1>CCO.CC(O)=O.[Fe]>[CH:1]1([CH:7]=[CH:8][C:9]2[NH:11][C:12]3[CH:17]=[CH:16][C:15]([C:18]4[C:19]([C:25]([F:28])([F:27])[F:26])=[CH:20][CH:21]=[CH:22][C:23]=4[F:24])=[CH:14][C:13]=3[N:29]=2)[CH2:6][CH2:5][CH2:4][CH2:3][CH2:2]1. Procedure: To a solution of 3-cyclohexyl-N-(6′-fluoro-3-nitro-2′-trifluoromethyl-biphenyl-4-yl)-acrylamide (135 mg, 0.309 mmol, prepared as in STEP B above) in EtOH (4 mL) and HOAc (2 mL) was added Fe powder (86.3 mg, 1.54 mmol). The resulting mixture was heated at reflux overnight. The resulting mixture was allowed to cool to room temperature and filtered. The filtrate was concentrated. The residue was dissolved in DCM with heating and sonication. The DCM layer was washed with 10 mL saturated aqueous NaHC...